Task: describe an organic reaction: reactants, conditions, products, and yield. Dataset: the Open Reaction Database (ORD), a public repository of structured organic reaction records The reactants are FC1=CC=C2CCN=C(C2=C1)C (7-fluoro-1-methyl-3,4-dihydro-isoquinoline), C(C)(=O)O[BH-](OC(C)=O)OC(C)=O.[Na+] (sodium triacetoxyborohydride). The product is FC1=CC=C2CCNC(C2=C1)C (7-Fluoro-1-methyl-1,2,3,4-tetrahydro-isoquinoline). Reaction SMILES: [F:1][C:2]1[CH:11]=[C:10]2[C:5]([CH2:6][CH2:7][N:8]=[C:9]2[CH3:12])=[CH:4][CH:3]=1.C(O[BH-](OC(=O)C)OC(=O)C)(=O)C.[Na+]>>[F:1][C:2]1[CH:11]=[C:10]2[C:5]([CH2:6][CH2:7][NH:8][CH:9]2[CH3:12])=[CH:4][CH:3]=1 |f:1.2|. Procedure: In close analogy to the procedure described above, 7-fluoro-1-methyl-3,4-dihydro-isoquinoline is reacted with sodium triacetoxyborohydride to provide the title compound. Reaction SMILES: [N:1]1[CH:6]=[CH:5][CH:4]=[CH:3][C:2]=1[CH2:7][CH2:8][OH:9].[H][H]>>[NH:1]1[CH2:6][CH2:5][CH2:4][CH2:3][CH:2]1[CH2:7][CH2:8][OH:9]. The reactants are N1=C(C=CC=C1)CCO (2-pyridineethanol), [H][H] (hydrogen), [H][H] (hydrogen). The solvent is solvent. Procedure details: Low pressure hydrogenations were carried out by charging 250 mL of solvent, 246 g of 2-pyridineethanol, and catalyst into a pressure vessel capable of agitation, agitating the resulting mixture and pressurizing the vessel and its contents to 500 psi with hydrogen. Under constant hydrogen pressure and continued agitation, the reaction mixture was heated to 150° C. until hydrogen uptake ceased. The pressure vessel and its contents were cooled, vented and the catalyst removed with vacuum filtration... Product: N1C(CCCC1)CCO (2-piperidineethanol). RXN SMILES: N(C(OCC)=O)=NC(OCC)=O.C1(P(C2C=CC=CC=2)C2C=CC=CC=2)C=CC=CC=1.[F:32][C:33]1[C:38]([O:39][CH2:40][CH2:41][CH2:42][CH2:43][CH2:44][CH2:45][CH2:46][CH3:47])=[CH:37][CH:36]=[C:35]([C:48]2[CH:53]=[CH:52][C:51]([OH:54])=[CH:50][CH:49]=2)[N:34]=1.[CH2:55]([C@@H:60]1[O:62][C@H:61]1[CH2:63]O)[CH2:56][CH2:57][CH2:58][CH3:59]>O1CCCC1>[F:32][C:33]1[C:38]([O:39][CH2:40][CH2:41][CH2:42][CH2:43][CH2:44][CH2:45][CH2:46][CH3:47])=[CH:37][CH:36]=[C:35]([C:48]2[CH:49]=[CH:50][C:51]([O:54][CH2:63][C@H:61]3[C@H:60]([CH2:55][CH2:56][CH2:57][CH2:58][CH3:59])[O:62]3)=[CH:52][CH:53]=2)[N:34]=1. Solvent: O1CCCC1 (tetrahydrofuran). Reactants: N(=NC(=O)OCC)C(=O)OCC (diethyl azodicarboxylate), C1(=CC=CC=C1)P(C1=CC=CC=C1)C1=CC=CC=C1 (triphenylphosphine), FC1=NC(=CC=C1OCCCCCCCC)C1=CC=C(C=C1)O (2-fluoro-6-(4-hydroxyphenyl)-3-octyloxypyridine), C(CCCC)[C@H]1[C@@H](O1)CO ((2S,3S)-3-pentyl-2-oxiranylmethanol). Procedure: 0.91 g (5.25 mmol) of diethyl azodicarboxylate is added dropwise at 0° C. to 1.37 g (5.25 mmol) of triphenylphosphine in 20 ml of tetrahydrofuran, and the mixture is stirred at 0° C. for 30 minutes. 1.11 g (3.50 mmol) of 2-fluoro-6-(4-hydroxyphenyl)-3-octyloxypyridine (prepared as described in EXAMPLE 21) and 0.75 g (5.25 mmol) of (2S,3S)-3-pentyl-2-oxiranylmethanol are then added. After a reaction time of 18 hours at room temperature, the solvent is distilled off, and the residue is purified by... Yield: 54.7%. Conditions: temperature 0 celsius, time 30 minute. Product: FC1=NC(=CC=C1OCCCCCCCC)C1=CC=C(C=C1)OC[C@@H]1O[C@H]1CCCCC ((2S,3S)-3-pentyloxiran-2-ylmethyl 4-(2-fluoro-3-octyloxypyridin-6-yl)phenyl ether). The reactants are COc1cc(CCl)cc(OC)c1OC, CC#N, CCc1nccn1N=Cc1ccccc1. Yields the product CCc1n(Cc2cc(OC)c(OC)c(OC)c2)cc[n+]1N=Cc1ccccc1, [Cl-]. As a reaction SMILES: [CH3:1][O:2][c:3]1[cH:4][c:5]([CH2:6][Cl:7])[cH:8][c:9]([O:13][CH3:14])[c:10]1[O:11][CH3:12].[CH3:30][C:31]#[N:32].[CH:15]([c:16]1[cH:17][cH:18][cH:19][cH:20][cH:21]1)=[N:22][n:23]1[c:24]([CH2:28][CH3:29])[n:25][cH:26][cH:27]1>>[CH3:1][O:2][c:3]1[cH:4][c:5]([CH2:6][n:25]2[c:24]([CH2:28][CH3:29])[n+:23]([N:22]=[CH:15][c:16]3[cH:17][cH:18][cH:19][cH:20][cH:21]3)[cH:27][cH:26]2)[cH:8][c:9]([O:13][CH3:14])[c:10]1[O:11][CH3:12].[Cl-:7]. Starting materials: [N+](=[N-])=CC(=O)OCC (ethyl diazoacetate), [N+](=[N-])=CC(=O)OCC (ethyl diazoacetate), BrC1=CC=C(CN2C(=C(C3=CC(=CC=C23)OC)C=C)C)C=C1 (1-(p-Bromobenzyl)-5-methoxy-2-methyl-3-vinylindole). The reagents and catalysts are CCCCCCCC(=O)O.CCCCCCCC(=O)O.CCCCCCCC(=O)O.CCCCCCCC(=O)O.[Rh].[Rh] (rhodium (II) octanoate dimer). Solvent: C1(=CC=CC=C1)C (toluene), C1(=CC=CC=C1)C (toluene), C1(=CC=CC=C1)C (toluene). Run at temperature 0 celsius. Product: BrC1=CC=C(CN2C(=C(C3=CC(=CC=C23)OC)C2C(C2)C(=O)OCC)C)C=C1 (Ethyl 2-[1-(p-bromobenzyl)-5-methoxy-2-methylindol-3-yl]cyclopropanecarboxylate). RXN SMILES: [Br:1][C:2]1[CH:22]=[CH:21][C:5]([CH2:6][N:7]2[C:15]3[C:10](=[CH:11][C:12]([O:16][CH3:17])=[CH:13][CH:14]=3)[C:9]([CH:18]=[CH2:19])=[C:8]2[CH3:20])=[CH:4][CH:3]=1.[N+](=[CH:25][C:26]([O:28][CH2:29][CH3:30])=[O:27])=[N-]>C1(C)C=CC=CC=1.CCCCCCCC(O)=O.CCCCCCCC(O)=O.CCCCCCCC(O)=O.CCCCCCCC(O)=O.[Rh].[Rh]>[Br:1][C:2]1[CH:22]=[CH:21][C:5]([CH2:6][N:7]2[C:15]3[C:10](=[CH:11][C:12]([O:16][CH3:17])=[CH:13][CH:14]=3)[C:9]([CH:18]3[CH2:19][CH:25]3[C:26]([O:28][CH2:29][CH3:30])=[O:27])=[C:8]2[CH3:20])=[CH:4][CH:3]=1 |f:3.4.5.6.7.8|. Reported procedure: To a room temperature solution of the indole from Step 1 (3.91 g, 11.0 mmol) in 20 mL toluene was added rhodium (II) octanoate dimer (109 mg, 0.14 mmol), and the solution was cooled to 0° C. A solution of ethyl diazoacetate (3.0 mL, 28.5 mmol) in 13 mL toluene was then added via syringe pump at 1.2 mL/hr. Fresh catalyst was then added along with an additional 1 mL ethyl diazoacetate in toluene over 2.5 h. The crude reaction mixture was applied directly to a silica gel column and eluted with 1% t... The product is C(=O)(OC(C)(C)C)C=1N=C(SC1CN)C#N (4-Boc-Aminomethyl-2-cyanothiazole). Reactants: C(CC(O)(C(=O)O)CC(=O)O)(=O)O (citric acid), FC(C(=O)OC(C(F)(F)F)=O)(F)F (trifluoroacetic anhydride), C(=O)(OC(C)(C)C)C=1N=C(SC1CN)C(N)=O (4-Boc-aminomethyl-2-carbamoylthiazole), C(C)(C)N(CC)C(C)C (diisopropylethylamine). Reported procedure: 4.95 g (19.24 mmol) of 4-Boc-aminomethyl-2-carbamoylthiazole were introduced into 90 ml of methylene chloride and 16.7 ml (97.44 mmol) of diisopropylethylamine, the mixture was cooled to 0° C., a solution of 6.35 ml of trifluoroacetic anhydride in 10 ml of methylene chloride was added dropwise at 0 to 5° C., and the mixture was subsequently warmed to room temperature (TLC check). Then, 25 ml of water were added, the mixture was stirred for 30 minutes at room temperature and brought to pH 2.5 wit... Reaction SMILES: [C:1]([C:8]1[N:9]=[C:10]([C:15](=O)[NH2:16])[S:11][C:12]=1[CH2:13][NH2:14])([O:3][C:4]([CH3:7])([CH3:6])[CH3:5])=[O:2].C(N(C(C)C)CC)(C)C.FC(F)(F)C(OC(=O)C(F)(F)F)=O.C(O)(=O)CC(CC(O)=O)(C(O)=O)O>C(Cl)Cl.O>[C:1]([C:8]1[N:9]=[C:10]([C:15]#[N:16])[S:11][C:12]=1[CH2:13][NH2:14])([O:3][C:4]([CH3:7])([CH3:6])[CH3:5])=[O:2]. Run in O (water), C(Cl)Cl (methylene chloride), C(Cl)Cl (methylene chloride). Run at temperature 0 celsius, time 30 minute. Reactants: CCOC(=O)C1CC2CC(=O)CC(C1)N2Cc1ccccc1, CO, [H][H], [OH-], [OH-], [Pd+2]. RXN SMILES: [CH2:1]([CH3:2])[O:3][C:4](=[O:5])[CH:6]1[CH2:7][CH:8]2[CH2:9][C:10](=[O:22])[CH2:11][CH:12]([CH2:13]1)[N:14]2[CH2:15][c:16]1[cH:17][cH:18][cH:19][cH:20][cH:21]1.[CH3:25][OH:26].[H:23][H:24].[OH-:27].[OH-:29].[Pd+2:28]>>[CH2:1]([CH3:2])[O:3][C:4](=[O:5])[CH:6]1[CH2:7][CH:8]2[CH2:9][C:10](=[O:22])[CH2:11][CH:12]([CH2:13]1)[NH:14]2. Product: CCOC(=O)C1CC2CC(=O)CC(C1)N2. The reactants are BrC1=CC=C(O1)N1C(O[C@@]2(C1)CN1CCC2CC1)=O ((R)-3′-(5-bromofuran-2-yl)spiro[1-azabicyclo[2.2.2]octan-3,5′-oxazolidin]-2′-one), N1=CC=C(C=C1)B(O)O (pyridine-4-boronic acid). The product is N1=CC=C(C=C1)C1=CC=C(O1)N1C(O[C@@]2(C1)CN1CCC2CC1)=O ((R)-3′-[5-(4-Pyridyl)furan-2-yl]spiro[1-azabicyclo[2.2.2]octan-3,5′-oxazolidin]-2′-one). As a reaction SMILES: Br[C:2]1[O:6][C:5]([N:7]2[CH2:11][C@:10]3([CH:16]4[CH2:17][CH2:18][N:13]([CH2:14][CH2:15]4)[CH2:12]3)[O:9][C:8]2=[O:19])=[CH:4][CH:3]=1.[N:20]1[CH:25]=[CH:24][C:23](B(O)O)=[CH:22][CH:21]=1>>[N:20]1[CH:25]=[CH:24][C:23]([C:2]2[O:6][C:5]([N:7]3[CH2:11][C@:10]4([CH:16]5[CH2:17][CH2:18][N:13]([CH2:14][CH2:15]5)[CH2:12]4)[O:9][C:8]3=[O:19])=[CH:4][CH:3]=2)=[CH:22][CH:21]=1. Procedure details: The title compound was prepared by a method analogous to that described in Example 12 from (R)-3′-(5-bromofuran-2-yl)spiro[1-azabicyclo[2.2.2]octan-3,5′-oxazolidin]-2′-one and pyridine-4-boronic acid. The title compound (701 mg) was obtained as a pale solid, m/z 326 (MH+). Reactants: resultant suspension, resultant solution, nylon, C1=C(C=CC=C1O)C (m-cresol), C1(=CC=CC=C1O)C (cresol). Solvent: C1CCCCC1 (cyclohexane), C1CCCCC1 (cyclohexane). As a reaction SMILES: [CH:1]1[C:6]([OH:7])=[CH:5][CH:4]=[CH:3][C:2]=1[CH3:8].C1(C)C(O)=CC=CC=1>C1CCCCC1>[CH2:1]1[CH2:6][CH2:5][CH2:4][CH2:3][CH2:2]1.[CH:1]1[C:6]([OH:7])=[CH:5][CH:4]=[CH:3][C:2]=1[CH3:8] |f:3.4|. Reported procedure: The finished compositions were analyzed for amount of graft copolymer, amount of nylon in the graft copolymer and amount of free rubber (i.e., hydrogenated polymer or polymer adduct) using a coacervation procedure. In this procedure, 1.50 grams of composition were first dissolved in 30 ml. of m-cresol. Then, the resultant solution was diluted with 120 ml. of cyclohexane. The resultant suspension was then centrifuged to produce a large clear cyclohexane rich top layer and a small cresol rich lowe... The product is 80/20, C1CCCCC1.C1=C(C=CC=C1O)C (cyclohexane m-cresol).